This data is from the Open Reaction Database (ORD), a public repository of structured organic reaction records. The task is: describe an organic reaction: reactants, conditions, products, and yield Reactants: [Li]CCCC (nBuLi), CN(S(=O)(=O)N1C(=NC=C1SC1=CC=CC=C1)[Si](C)(C)C(C)(C)C)C (2-(t-butyldimethylsilyl)-5-phenylsulfanylimidazole-1-sulfonic acid dimethylamide), CCOCC (ether), C(C)OCC (diethyl ether). Reagents/catalysts: [Br-].C[P+](C1=CC=CC=C1)(C1=CC=CC=C1)C1=CC=CC=C1 (Methyl triphenylphosphonium bromide). The solvent is hexanes. Conditions: temperature -70 celsius. Product: CN(S(=O)(=O)N1C(=NC=C1C=O)[Si](C)(C)C(C)(C)C)C (1-dimethylsulfamoyl-2-t-butyldimethylsilyl-5-imidazolecarboxaldehyde). Isolated yield 83.0%. RXN SMILES: [Li]CCCC.[CH3:6][N:7]([CH3:30])[S:8]([N:11]1[C:15](SC2C=CC=CC=2)=[CH:14][N:13]=[C:12]1[Si:23]([C:26]([CH3:29])([CH3:28])[CH3:27])([CH3:25])[CH3:24])(=[O:10])=[O:9].[CH2:31]([O:33]CC)C>[Br-].C[P+](C1C=CC=CC=1)(C1C=CC=CC=1)C1C=CC=CC=1>[CH3:30][N:7]([CH3:6])[S:8]([N:11]1[C:15]([CH:31]=[O:33])=[CH:14][N:13]=[C:12]1[Si:23]([C:26]([CH3:28])([CH3:29])[CH3:27])([CH3:24])[CH3:25])(=[O:10])=[O:9] |f:3.4|. Reported procedure: Methyl triphenylphosphonium bromide (2.75 g, 7.70 mmol) was suspended in 50 mL of diethyl ether. At −10° C., nBuLi (3.08 mL, 7.70 mmol, 2.5M soln in hexanes) was added. This mixture was stirred for 35 m before cooling to −70° C. A solution of (R)-(+)-4,4a,5,6,7,8-hexahydro-4a-methyl-2(3H)-naphthalenone (1) (1.0 g, 6.09 mmol) in 15 mL of ether was added via syringe. This mixture was warmed to 0° C. over 30 m and the stirred at rt for another 30 m. The solution was washed with brine (2×20 mL) drie... The reactants are CC(C)(N)CC1Cc2ccccc2C1, CCO, CCOC(=O)CCc1cc(F)c(F)c(C(O)CI)c1, [K+], [K+], O=C([O-])[O-]. The product is CCOC(=O)CCc1cc(F)c(F)c(C(O)CNC(C)(C)CC2Cc3ccccc3C2)c1. As a reaction SMILES: [CH2:20]1[CH:21]([CH2:29][C:30]([CH3:31])([CH3:32])[NH2:33])[CH2:22][c:23]2[cH:24][cH:25][cH:26][cH:27][c:28]21.[CH3:40][CH2:41][OH:42].[F:1][c:2]1[cH:3][c:4]([CH2:13][CH2:14][C:15](=[O:16])[O:17][CH2:18][CH3:19])[cH:5][c:6]([CH:9]([CH2:10][I:11])[OH:12])[c:7]1[F:8].[K+:34].[K+:35].[O-:36][C:37]([O-:38])=[O:39]>>[F:1][c:2]1[cH:3][c:4]([CH2:13][CH2:14][C:15](=[O:16])[O:17][CH2:18][CH3:19])[cH:5][c:6]([CH:9]([CH2:10][NH:33][C:30]([CH2:29][CH:21]2[CH2:20][c:28]3[c:23]([cH:24][cH:25][cH:26][cH:27]3)[CH2:22]2)([CH3:31])[CH3:32])[OH:12])[c:7]1[F:8]. Starting materials: Cl (HCl), ClC1=CC=C(C(=O)C2=CC=C(CN3C=CC4=C3N=C(N=C4OC)SC)C=C2)C=C1 (7-[4-(4-chlorobenzoyl)benzyl]-4-methoxy-2-methylthio-7H-pyrrolo[2,3-d]pyrimidine), Cl (HCl), 4,41-thiobis(6-t-butyl-m-cresol). Run in O1CCOCC1 (dioxane). Run at temperature 105 celsius, time 36 hour. Yields the product ClC1=CC=C(C(=O)C2=CC=C(CN3C=CC4=C3N=C(NC4=O)SC)C=C2)C=C1 (7-[4-(4-Chlorobenzoyl)benzyl]-2-methylthio-7H-pyrrolo[2,3-d]pyrimidin-4(3H)-one). Isolated yield 68.1%. Reaction SMILES: [Cl:1][C:2]1[CH:29]=[CH:28][C:5]([C:6]([C:8]2[CH:27]=[CH:26][C:11]([CH2:12][N:13]3[C:17]4[N:18]=[C:19]([S:24][CH3:25])[N:20]=[C:21]([O:22]C)[C:16]=4[CH:15]=[CH:14]3)=[CH:10][CH:9]=2)=[O:7])=[CH:4][CH:3]=1.Cl>O1CCOCC1>[Cl:1][C:2]1[CH:29]=[CH:28][C:5]([C:6]([C:8]2[CH:27]=[CH:26][C:11]([CH2:12][N:13]3[C:17]4[N:18]=[C:19]([S:24][CH3:25])[NH:20][C:21](=[O:22])[C:16]=4[CH:15]=[CH:14]3)=[CH:10][CH:9]=2)=[O:7])=[CH:4][CH:3]=1. Reported procedure: Under argon gas, 7-[4-(4-chlorobenzoyl)benzyl]-4-methoxy-2-methylthio-7H-pyrrolo[2,3-d]pyrimidine (0.615 g) was dissolved in dioxane (6 ml) followed by addition of 4,41-thiobis(6-t-butyl-m-cresol) (7 mg). Then, 0.5N-HCl (1.2 ml) was added and the mixture was stirred at 105° C. for 36 hours. Thereafter, 0.5N-HCl (1.2 ml) was added again and the mixture was further stirred at the same temperature as above for 24 hours. After cooling to room temperature, the precipitate was collected by filtration,... Starting materials: [Br-].C12CC=3C=CC=CC3CC(CC1)C2=[N+]2CCCC2 (1-Tricyclo[8.2.1.03,8]trideca-3(8),4,6-trien-13-ylidene-pyrrolidinium bromide), O (water), Cl (HCl). Product: C12CC=3C=CC=CC3CC(CC1)C2=O (tricyclo[8.2.1.03,8]trideca-3(8),4,6-trien-13-one). Reaction SMILES: [Br-].[CH:2]12[C:14](=[N+]3CCCC3)[CH:11]([CH2:12][CH2:13]1)[CH2:10][C:9]1[CH:8]=[CH:7][CH:6]=[CH:5][C:4]=1[CH2:3]2.Cl.[OH2:21]>>[CH:2]12[C:14](=[O:21])[CH:11]([CH2:12][CH2:13]1)[CH2:10][C:9]1[CH:8]=[CH:7][CH:6]=[CH:5][C:4]=1[CH2:3]2 |f:0.1|. Procedure details: 1-Tricyclo[8.2.1.03,8]trideca-3(8),4,6-trien-13-ylidene-pyrrolidinium bromide (225 mg, 0.70 mmol) was dissolved in water (5 mL) and 2 M aqueous HCl (5 mL) was added. The mixture was heated at reflux for 16 h, cooled and extracted into DCM. The organic extracts were concentrated to give tricyclo[8.2.1.03,8]trideca-3(8),4,6-trien-13-one (130 mg) as a white crystalline solid. 1H NMR (CDCl3, 360 MHz) δ 7.19 (4 H, s, aromatic), 2.99-2.86 (4 H, m, benzylic), 2.61-2.57 (2 H, m, bridgehead H), 1.90-1.80...